Dataset: the Open Reaction Database (ORD), a public repository of structured organic reaction records. Task: describe an organic reaction: reactants, conditions, products, and yield Starting materials: O=C(O)c1cc2ccccc2cc1O, [O-]c1cccc2ccccc12. Yields the product Oc1ccc2ccccc2c1. RXN SMILES: [OH:1][c:2]1[cH:3][c:4]2[cH:5][cH:6][cH:7][cH:8][c:9]2[cH:10][c:11]1[C:12]([OH:13])=[O:14].[c:15]1([O-:16])[c:17]2[c:18]([cH:19][cH:20][cH:21][cH:22]2)[cH:23][cH:24][cH:25]1>>[OH:1][c:2]1[cH:3][c:4]2[cH:5][cH:6][cH:7][cH:8][c:9]2[cH:10][cH:11]1. The reactants are O=C([O-])[O-], CN(C)C=O, O=c1cc(C(F)(F)F)[nH]c(=O)n1-c1cc(O)c(Cl)cc1F, O=[N+]([O-])c1ccccc1Cl, Cl, [K+], [K+], O. The product is O=c1cc(C(F)(F)F)[nH]c(=O)n1-c1cc(Oc2ccccc2[N+](=O)[O-])c(Cl)cc1F. RXN SMILES: [C:32](=[O:33])([O-:34])[O-:35].[CH3:39][N:40]([CH3:41])[CH:42]=[O:43].[Cl:1][c:2]1[cH:3][c:4]([F:21])[c:5](-[n:9]2[c:10](=[O:20])[nH:11][c:12]([C:16]([F:17])([F:18])[F:19])[cH:13][c:14]2=[O:15])[cH:6][c:7]1[OH:8].[Cl:22][c:23]1[c:24]([N+:29](=[O:30])[O-:31])[cH:25][cH:26][cH:27][cH:28]1.[ClH:38].[K+:36].[K+:37].[OH2:44]>>[Cl:1][c:2]1[cH:3][c:4]([F:21])[c:5](-[n:9]2[c:10](=[O:20])[nH:11][c:12]([C:16]([F:17])([F:18])[F:19])[cH:13][c:14]2=[O:15])[cH:6][c:7]1[O:8][c:23]1[c:24]([N+:29](=[O:30])[O-:31])[cH:25][cH:26][cH:27][cH:28]1. Starting materials: C(CCC)C1=CC=C(C=O)C=C1 (4-butyl-benzaldehyde), Cl.COC(CCCCCCN)=O (7-aminoheptanoic methyl ester hydrochloride). The product is COC(CCCCCCNC1=CC=C(C=C1)CCCC)=O (7-(4-Butyl-phenylamino)-heptanoic Acid Methyl Ester). Yield: 42.4%. Reaction SMILES: [CH2:1]([C:5]1[CH:12]=[CH:11][C:8](C=O)=[CH:7][CH:6]=1)[CH2:2][CH2:3][CH3:4].Cl.[CH3:14][O:15][C:16](=[O:24])[CH2:17][CH2:18][CH2:19][CH2:20][CH2:21][CH2:22][NH2:23]>>[CH3:14][O:15][C:16](=[O:24])[CH2:17][CH2:18][CH2:19][CH2:20][CH2:21][CH2:22][NH:23][C:8]1[CH:7]=[CH:6][C:5]([CH2:1][CH2:2][CH2:3][CH3:4])=[CH:12][CH:11]=1 |f:1.2|. Procedure details: Following the procedure described in Step A of Example 68, reductive amination of 4-butyl-benzaldehyde (1.50 g, 9.26 mmol) with 7-aminoheptanoic methyl ester hydrochloride (1.51 g, 7.72 mmol) provided the title compound (955 mg). 1H NMR (300 MHz, CDCl3) δ 7.29 (d, 2H), 7.16 (d, 2H), 3.85 (s, 2H), 3.67 (s, 3H), 3.54 (m, 1H), 2.70 (t, 2H), 2.59 (t, 2H), 2.29 (t, 2H), 1.60 (m, 6H), 1.32 (m, 6H), 0.92 (t, 3H); MS 306 (M+1). The reactants are Cc1noc(C)c1CCl, [K+], [K+], O=C([O-])[O-], O=C1NC(=O)c2ccccc21, CN(C)C=O. Product: Cc1noc(C)c1CN1C(=O)c2ccccc2C1=O. RXN SMILES: [Cl:1][CH2:2][c:3]1[c:4]([CH3:9])[n:5][o:6][c:7]1[CH3:8].[K+:21].[K+:22].[O-:23][C:24]([O-:25])=[O:26].[O:10]=[C:11]1[NH:12][C:13](=[O:14])[c:15]2[cH:16][cH:17][cH:18][cH:19][c:20]21.[O:27]=[CH:28][N:29]([CH3:30])[CH3:31]>>[CH2:2]([c:3]1[c:4]([CH3:9])[n:5][o:6][c:7]1[CH3:8])[N:12]1[C:11](=[O:10])[c:20]2[c:15]([cH:16][cH:17][cH:18][cH:19]2)[C:13]1=[O:14]. The reactants are [OH-].[Na+] (sodium hydroxide), C(C)OC(C1=CC=C(C=C1)C#CC=1C=C2C(CCN(C2=CC1)C1CC1)(C)C)=O (4-(1-cyclopropyl-4,4-dimethyl-1,2,3,4-tetrahydro-quinolin-6-ylethynyl)-benzoic acid ethyl ester), C(C)OC(C1=CC=C(C=C1)C#CC=1C=C2C(CCN(C2=CC1)C1CC1)(C)C)=O (4-(1-cyclopropyl-4,4-dimethyl-1,2,3,4-tetrahydro-quinolin-6-ylethynyl)-benzoic acid ethyl ester). The solvent is C(C)O (ethanol). Product: C1(CC1)N1CCC(C2=CC(=CC=C12)CCC1=CC=C(C(=O)O)C=C1)(C)C (4-(1-Cyclopropyl-4,4-dimethyl-1,2,3,4-tetrahydroquinolin-6-yl-ethyl)benzoic Acid), solid. The yield is 64.0%. Reaction SMILES: C([O:3][C:4](=[O:28])[C:5]1[CH:10]=[CH:9][C:8]([C:11]#[C:12][C:13]2[CH:14]=[C:15]3[C:20](=[CH:21][CH:22]=2)[N:19]([CH:23]2[CH2:25][CH2:24]2)[CH2:18][CH2:17][C:16]3([CH3:27])[CH3:26])=[CH:7][CH:6]=1)C.[OH-].[Na+]>C(O)C>[CH:23]1([N:19]2[C:20]3[C:15](=[CH:14][C:13]([CH2:12][CH2:11][C:8]4[CH:7]=[CH:6][C:5]([C:4]([OH:28])=[O:3])=[CH:10][CH:9]=4)=[CH:22][CH:21]=3)[C:16]([CH3:27])([CH3:26])[CH2:17][CH2:18]2)[CH2:24][CH2:25]1 |f:1.2|. Procedure details: Following general procedure L and using 4-(1-cyclopropyl-4,4-dimethyl-1,2,3,4-tetrahydro-quinolin-6-ylethynyl)-benzoic acid ethyl ester (Compound 61, 0.05 g, 0.13 mmol), 5 mL of ethanol and 5M sodium hydroxide solution (2 mL) followed by recrystallization from hot ethyl acetate, the title compound was obtained as a solid (0.030 g, 64%). Starting materials: CP(=O)(C(C(=O)OC)O)C (methyl 2-(dimethylphosphinoyl)-2-hydroxy-acetate), COCN=C=O (methoxymethyl isocyanate). Reagents/catalysts: C(C)N(CC)CC (triethylamine). Solvent: O1CCOCC1 (dioxane), O1CCOCC1 (dioxane). Conditions: time 24 hour. Product: CP(=O)(C(C(=O)OC)OC(NCOC)=O)C (Methyl 2-(dimethylphosphinoyl)-2-(methoxymethylcarbamoyloxy)-acetate). Isolated yield 103.2%. As a reaction SMILES: [CH3:1][P:2]([CH3:10])([CH:4]([OH:9])[C:5]([O:7][CH3:8])=[O:6])=[O:3].[CH3:11][O:12][CH2:13][N:14]=[C:15]=[O:16]>O1CCOCC1.C(N(CC)CC)C>[CH3:1][P:2]([CH3:10])([CH:4]([O:9][C:15](=[O:16])[NH:14][CH2:13][O:12][CH3:11])[C:5]([O:7][CH3:8])=[O:6])=[O:3]. Procedure details: 0.2 g of triethylamine is first added to a solution of 12.5 g (0.075 mol) of methyl 2-(dimethylphosphinoyl)-2-hydroxy-acetate in 50 ml of absolute dioxane, and 6.6 g (0.075 mol) of methoxymethyl isocyanate in 20 ml of absolute dioxane are then added dropwise. The mixture is stirred at 25° for 24 hours, the solvent is stripped off and the residue is recrystallized from diisopropyl ether/ethyl acetate. 19.6 g (98%) of the desired product of melting point 101° are obtained. Reactants: (2R,3R)-3-{[(1S,2S)-1-hydroxy-2-[(tert-butoxycarbonyl)amino]-3-phenylpropyl}oxiran-2-yl)propylcarbamate, N[C@@H]([C@H]([C@@H](O)[C@@H]1NCCC1)O)CC1=CC=CC=C1 ((1S,2R,3R)-3-amino-4-phenyl-1-[(2R)-pyrrolidin-2-yl]butan-1,2-diol), C(C1=CC=CC=C1)[C@@H]([C@H]([C@@H]([C@@H]1NCCC1)O)O)NC(OC(C)(C)C)=O (tert-butyl (1S,2R,3R)-1-benzyl-2,3-dihydroxy-3-[(2R)-pyrrolidin-2-yl]propylcarbamate), (2S,3S)-3-{[(1R,2S)-1-hydoxy-2-[(tert-butoxycarbonyl)amino]-3-phenylpropyl}oxiran-2-yl)propylcarbamate, [Br-].[Li+] (lithium bromide), C(=O)(C(F)(F)F)O (TFA), (2S,3S)-3-{[(1R,2S)-1-hydoxy-2-[(tert-butoxycarbonyl)amino]-3-phenylpropyl}oxiran-2-yl)propylcarbamate, epoxyamine, ( 13 ). Product: C(C1=CC=CC=C1)N(C(O)=O)CCC[C@H]([C@@H]([C@@H]([C@H](CC1=CC=CC=C1)NC(=O)OC(C)(C)C)O)O)Br.BrO (bromoalcohol benzyl (4R,5R,6R,7S)-4-bromo-7-[(tert-butoxycarbonyl)amino]-5,6-dihydroxy-8-phenyl-octylcarbamate). As a reaction SMILES: [CH2:1]([C@H:8]([NH:18][C:19](=[O:25])[O:20][C:21]([CH3:24])([CH3:23])[CH3:22])[C@@H:9]([OH:17])[C@H:10]([OH:16])[C@H:11]1[CH2:15][CH2:14][CH2:13][NH:12]1)[C:2]1[CH:7]=[CH:6][CH:5]=[CH:4][CH:3]=1.N[C@H]([CH2:37][C:38]1[CH:43]=[CH:42][CH:41]=[CH:40][CH:39]=1)[C@@H](O)[C@H]([C@H]1CCCN1)[OH:30].[C:44]([OH:50])(C(F)(F)F)=[O:45].[Br-:51].[Li+]>>[CH2:37]([N:12]([CH2:13][CH2:14][CH2:15][C@@H:11]([Br:51])[C@H:10]([OH:16])[C@H:9]([OH:17])[C@@H:8]([NH:18][C:19]([O:20][C:21]([CH3:24])([CH3:23])[CH3:22])=[O:25])[CH2:1][C:2]1[CH:7]=[CH:6][CH:5]=[CH:4][CH:3]=1)[C:44](=[O:45])[OH:50])[C:38]1[CH:39]=[CH:40][CH:41]=[CH:42][CH:43]=1.[Br:51][OH:30] |f:3.4,5.6|. Reported procedure: The configuration inversion at C-7 of the methyl (5E,7R,8S)-8-[(tert-butoxycarbonyl)amino]-7-hydroxy-9-phenyl-non-5-enoate (4) is obtained in three steps. Initially the amino alcohol (4) is converted to oxazolidinone by treating with methanesulfonyl chloride (Benedetti, F.; Norbedo, S. Tetrahedron Lett. 2000, 39, 10071); thus methyl (5E)-6-[(4S,5S)-4-benzyl-2-oxo-1,3-oxazolidin-5-yl]hex-5-enoate (14) is obtained. The oxazolidinone is reprotected at the nitrogen with di-tert-butyl dicarbonate to ... The reactants are NC1=CC=CC=C1 (aniline), Cl (HCl), cuprous oxide, C1(\C=C/C(=O)O1)=O (maleic anhydride). The solvent is C(C)#N (acetonitrile). Yields the product C1(=CC=CC=C1)/C/1=C/C(=O)OC1=O (3-phenylmaleic anhydride). Yield: 29.2%. Reaction SMILES: [C:1]1(=[O:7])[O:6][C:4](=[O:5])[CH:3]=[CH:2]1.N[C:9]1[CH:14]=[CH:13][CH:12]=[CH:11][CH:10]=1.Cl>C(#N)C>[C:9]1([C:3]2=[CH:2][C:1]([O:6][C:4]2=[O:5])=[O:7])[CH:14]=[CH:13][CH:12]=[CH:11][CH:10]=1. Reported procedure: Following the general procedure of Example I, 150 mmols of maleic anhydride were reacted with 25 mmols of distilled aniline in 60 mL of acetonitrile and in the presence of 38 mmols of concentrated HCl and 2.5 mmols of cuprous oxide. The process resulted in a 29.2% yield of 3-phenylmaleic anhydride. Starting materials: Cl (hydrochloride), C(C)OC1=NCCC2=CC=CC=C12 (1-ethoxy-3,4-dihydroisoquinoline), [Cl-].[NH4+] (ammonium chloride), C([O-])([O-])=O.[Na+].[Na+] (sodium carbonate), NN (hydrazine), NC1=NCCC2=CC=CC=C12 (1-amino-3,4-dihydroisoquinoline), VI. Run in C(C)O (ethanol). Conditions: temperature 25 celsius. Yields the product N(N)C1=NCCC2=CC=CC=C12 (1-hydrazino-3,4-dihydroisoquinoline). RXN SMILES: [NH2:1][C:2]1[C:11]2[C:6](=[CH:7][CH:8]=[CH:9][CH:10]=2)[CH2:5][CH2:4][N:3]=1.Cl.C(OC1C2C(=CC=CC=2)CC[N:17]=1)C.[Cl-].[NH4+].C(=O)([O-])[O-].[Na+].[Na+].NN>C(O)C>[NH:1]([C:2]1[C:11]2[C:6](=[CH:7][CH:8]=[CH:9][CH:10]=2)[CH2:5][CH2:4][N:3]=1)[NH2:17] |f:3.4,5.6.7|. Procedure: A mixture of 1-amino-3,4-dihydroisoquinoline (VI: R=R'=Y=Y'=Z=Z'=H) hydrochloride (m.p. 133°-134° C., 0.5 g.), prepared from 1-ethoxy-3,4-dihydroisoquinoline and ammonium chloride, sodium carbonate (0.38 g.), hydrazine (0.41 g.) and ethanol (15 ml.) was stirred (at 25° C.). The mixture was filtered. An ether solution of the crystals which separated from the filtrate on chilling was washed with water, dried and filtered. Concentration of the filtrate and crystallization of the residue from ether ...